From a dataset of the Open Reaction Database (ORD), a public repository of structured organic reaction records. describe an organic reaction: reactants, conditions, products, and yield The solvent is CN(C)C=O (DMF). Reaction conditions: temperature 0 celsius, time 15 minute. Reaction SMILES: CC1C=CC(S([CH2:11][N+:12]#[C-:13])(=O)=O)=CC=1.[C:14]([O:22][CH3:23])(=[O:21])/[CH:15]=[CH:16]/[C:17]([O:19][CH3:20])=[O:18].[H-].[Na+]>CN(C=O)C>[NH:12]1[CH:13]=[C:16]([C:17]([O:19][CH3:20])=[O:18])[C:15]([C:14]([O:22][CH3:23])=[O:21])=[CH:11]1 |f:2.3|. The product is N1C=C(C(=C1)C(=O)OC)C(=O)OC (Dimethyl pyrrole-3,4-dicarboxylate). The reactants are CC1=CC=C(C=C1)S(=O)(=O)C[N+]#[C-] (TOSMIC), C(\C=C\C(=O)OC)(=O)OC (dimethyl fumarate), [H-].[Na+] (sodium hydride). Procedure details: TOSMIC (1.5 g, 7.7 mmol) was added to a solution of dimethyl fumarate (1 g, 6.9 mmol) and sodium hydride (60%, 0.59, 12.5 mmol) in dry DMF (25 ml) at 0° C., and the solution stirred at 0° C. for 15 minutes. The reaction was poured onto ice-water and the product filtered and recrystallised from aqueous ethanol. 0.61 g, 48%. 1H-n.m.r. (DMSO-d6) δ (ppm) 3.68 (6H, s, 2×CH3), 7.39 (2H, s, 2×CH), 11.81 (1H, s, NH). Reactants: CN1CCOCC1, COCC#CC(=O)O, CC(C)COC(=O)Cl, N#Cc1cnc2ccc(N)cc2c1Nc1cccc(Br)c1, C1CCOC1, c1ccncc1. Product: COCC#CC(=O)Nc1ccc2ncc(C#N)c(Nc3cccc(Br)c3)c2c1. Reaction SMILES: [CH3:17][N:18]1[CH2:19][CH2:20][O:21][CH2:22][CH2:23]1.[CH3:9][O:10][CH2:11][C:12]#[C:13][C:14](=[O:15])[OH:16].[Cl:1][C:2]([O:3][CH2:4][CH:5]([CH3:6])[CH3:7])=[O:8].[NH2:24][c:25]1[cH:26][c:27]2[c:28]([NH:37][c:38]3[cH:39][c:40]([Br:44])[cH:41][cH:42][cH:43]3)[c:29]([C:35]#[N:36])[cH:30][n:31][c:32]2[cH:33][cH:34]1.[O:45]1[CH2:46][CH2:47][CH2:48][CH2:49]1.[cH:50]1[cH:51][cH:52][n:53][cH:54][cH:55]1>>[CH3:9][O:10][CH2:11][C:12]#[C:13][C:14](=[O:16])[NH:24][c:25]1[cH:26][c:27]2[c:28]([NH:37][c:38]3[cH:39][c:40]([Br:44])[cH:41][cH:42][cH:43]3)[c:29]([C:35]#[N:36])[cH:30][n:31][c:32]2[cH:33][cH:34]1. Reactants: F[B-](F)(F)F, Cc1c(F)ccc(N)c1Cl, Cl, O=N[O-], [Na+], [Na+], O. Yields the product F[B-](F)(F)F, Cc1c(F)ccc([N+]#N)c1Cl. RXN SMILES: [B-:16]([F:17])([F:18])([F:19])[F:20].[Cl:1][c:2]1[c:3]([NH2:4])[cH:5][cH:6][c:7]([F:10])[c:8]1[CH3:9].[ClH:11].[N:12]([O-:13])=[O:14].[Na+:15].[Na+:21].[OH2:22]>>[B-:16]([F:17])([F:18])([F:19])[F:20].[Cl:1][c:2]1[c:3]([N+:4]#[N:12])[cH:5][cH:6][c:7]([F:10])[c:8]1[CH3:9]. Reactants: CCOC(=O)C (EtOAc), CC(C)([O-])C.[K+] (Potassium tert.-butoxide), OC1=CC=CC2=C1C1=NC3=CC=CC=C3SC1=C(C2=O)C (1-Hydroxy-6-methyl-5H-benzo[a]phenothiazin-5-one), CI (methyl iodide). Run in CN(C)C=O (DMF), O (water). Run at time 30 minute. Yields the product COC1=CC=CC2=C1C1=NC3=CC=CC=C3SC1=C(C2=O)C (1-Methoxy-6-methyl-5H-benzo[a]phenothiazin-5-one). Isolated yield 80.2%. RXN SMILES: [CH3:1]C(C)([O-])C.[K+].[OH:7][C:8]1[C:13]2[C:14]3[C:23](=[C:24]([CH3:27])[C:25](=[O:26])[C:12]=2[CH:11]=[CH:10][CH:9]=1)[S:22][C:21]1[C:16](=[CH:17][CH:18]=[CH:19][CH:20]=1)[N:15]=3.CI.CCOC(C)=O>CN(C=O)C.O>[CH3:1][O:7][C:8]1[C:13]2[C:14]3[C:23](=[C:24]([CH3:27])[C:25](=[O:26])[C:12]=2[CH:11]=[CH:10][CH:9]=1)[S:22][C:21]1[C:16](=[CH:17][CH:18]=[CH:19][CH:20]=1)[N:15]=3 |f:0.1|. Procedure: Potassium tert.-butoxide (500 mg) was added to a suspension of 1-hydroxy-6-methyl-5H-benzo[a]phenothiazin-5-one (from Example 32) (500 mg) and methyl iodide (2 ml) in DMF (20 ml). After 30 minutes at room temperature, EtOAc (250 ml) was added followed by water (200 ml). The aqueous layer was decanted and the organic layer was dried and evaporated to dryness. The residue was treated with ether, filtered and air-dried to afford the desired product (420 mg), m.p. 170°-171° C. As a reaction SMILES: [NH2:1][C:2]1[N:7]=[C:6](S(C)=O)[C:5]([C:11]#[N:12])=[C:4]([C:13]2[CH:18]=[CH:17][CH:16]=[CH:15][N:14]=2)[N:3]=1.[CH3:19][C:20]1[CH:21]=[C:22]([CH:25]=[CH:26][C:27]=1[CH3:28])[CH2:23][NH2:24]>COCCOC>[NH2:1][C:2]1[N:7]=[C:6]([NH:24][CH2:23][C:22]2[CH:25]=[CH:26][C:27]([CH3:28])=[C:20]([CH3:19])[CH:21]=2)[C:5]([C:11]#[N:12])=[C:4]([C:13]2[CH:18]=[CH:17][CH:16]=[CH:15][N:14]=2)[N:3]=1. Procedure details: From 2-amino-4-methanesulfinyl-6-pyridin-2-yl-pyrimidine-5-carbonitrile and 3,4-dimethylbenzylamine in DME. ES-MS m/e (%): 331 (M+H+, 100). The reactants are NC1=NC(=C(C(=N1)S(=O)C)C#N)C1=NC=CC=C1 (2-amino-4-methanesulfinyl-6-pyridin-2-yl-pyrimidine-5-carbonitrile), CC=1C=C(CN)C=CC1C (3,4-dimethylbenzylamine). The product is NC1=NC(=C(C(=N1)NCC1=CC(=C(C=C1)C)C)C#N)C1=NC=CC=C1 (2-Amino-4-(3,4-dimethyl-benylamino)-6-pyridin-2-yl-pyrimidine-5-carbonitrile). Run in COCCOC (DME). Reactants: CS(=O)(=O)Cl, ClCCl, OCC1=NOC(Cc2ccc(F)cc2)C1, [Na+], O=C([O-])O. Product: CS(=O)(=O)OCC1=NOC(Cc2ccc(F)cc2)C1. RXN SMILES: [CH3:16][S:17]([Cl:18])(=[O:19])=[O:20].[Cl:26][CH2:27][Cl:28].[F:1][c:2]1[cH:3][cH:4][c:5]([CH2:6][CH:7]2[CH2:8][C:9]([CH2:12][OH:13])=[N:10][O:11]2)[cH:14][cH:15]1.[Na+:25].[O-:21][C:22]([OH:23])=[O:24]>>[F:1][c:2]1[cH:3][cH:4][c:5]([CH2:6][CH:7]2[CH2:8][C:9]([CH2:12][O:13][S:17]([CH3:16])(=[O:19])=[O:20])=[N:10][O:11]2)[cH:14][cH:15]1. Starting materials: C(C1=CC=CC=C1)N1CC2CN(CC(C1)O2)C(=O)OC(C)(C)C (tert-butyl 7-benzyl-9-oxa-3,7-diazabicyclo[3.3.1]nonane-3-carboxylate), N#N (N2), Cl (HCl). The solvent is C(C)(=O)OCC (ethyl acetate), C(C)OCC (diethyl ether). Reaction conditions: time 1 hour. Product: Cl.C(C1=CC=CC=C1)N1CC2CN(CC(C1)O2)C(=O)OC(C)(C)C (tert-Butyl 7-benzyl-9-oxa-3,7-diazabicyclo[3.3.1]nonane-3-carboxylate hydrochloride). Reaction SMILES: [CH2:1]([N:8]1[CH2:15][CH:14]2[O:16][CH:10]([CH2:11][N:12]([C:17]([O:19][C:20]([CH3:23])([CH3:22])[CH3:21])=[O:18])[CH2:13]2)[CH2:9]1)[C:2]1[CH:7]=[CH:6][CH:5]=[CH:4][CH:3]=1.N#N.[ClH:26]>C(OCC)(=O)C.C(OCC)C>[ClH:26].[CH2:1]([N:8]1[CH2:9][CH:10]2[O:16][CH:14]([CH2:13][N:12]([C:17]([O:19][C:20]([CH3:23])([CH3:22])[CH3:21])=[O:18])[CH2:11]2)[CH2:15]1)[C:2]1[CH:3]=[CH:4][CH:5]=[CH:6][CH:7]=1 |f:5.6|. Procedure: A solution of tert-butyl 7-benzyl-9-oxa-3,7-diazabicyclo[3.3.1]nonane-3-carboxylate (39.5 g, 0.12 mol) in ethyl acetate (200 mL) was cooled to −10° C. under an inert atmosphere (N2). A solution of HCl in diethyl ether (1 M) was added over the course of 1 h, during which time a precipitate formed. After addition was complete, the resulting mixture was stirred for a further 1 h before the crystalline precipitate was collected by filtration and dried in a vacuum oven (40° C., 13.3 Pa (0.1 mmHg)). T...